The task is: describe an organic reaction: reactants, conditions, products, and yield. This data is from the Open Reaction Database (ORD), a public repository of structured organic reaction records. Reactants: COC(CCCCCOC=1C=CC2=C(N(C(=N2)S)C2=CC=C(C=C2)C)C1)=O (6-[[1-(4-methylphenyl)-2-mercapto-1H-benzimidazol-6-yl]oxy]hexanoic acid methyl ester), ClC1=NC=CC=C1 (2-chloropyridine), ClC1=NC=CC=C1 (2-chloropyridine). Yields the product COC(CCCCCOC=1C=CC2=C(N(C(=N2)SC2=NC=CC=C2)C2=CC=C(C=C2)C)C1)=O (6-[[1-(4-Methylphenyl)-2-(2-pyridinyl)mercapto-1H-benzimidazol-6-yl]oxy]hexanoic acid methyl ester). Reaction SMILES: [CH3:1][O:2][C:3](=[O:27])[CH2:4][CH2:5][CH2:6][CH2:7][CH2:8][O:9][C:10]1[CH:11]=[CH:12][C:13]2[N:17]=[C:16]([SH:18])[N:15]([C:19]3[CH:24]=[CH:23][C:22]([CH3:25])=[CH:21][CH:20]=3)[C:14]=2[CH:26]=1.Cl[C:29]1[CH:34]=[CH:33][CH:32]=[CH:31][N:30]=1>>[CH3:1][O:2][C:3](=[O:27])[CH2:4][CH2:5][CH2:6][CH2:7][CH2:8][O:9][C:10]1[CH:11]=[CH:12][C:13]2[N:17]=[C:16]([S:18][C:29]3[CH:34]=[CH:33][CH:32]=[CH:31][N:30]=3)[N:15]([C:19]3[CH:20]=[CH:21][C:22]([CH3:25])=[CH:23][CH:24]=3)[C:14]=2[CH:26]=1. Procedure: 200 mg of 6-[[1-(4-methylphenyl)-2-mercapto-1H-benzimidazol-6-yl]oxy]hexanoic acid methyl ester was heated to 150° C. with 80 μl of 2-chloropyridine for 14 hours. After another 200 μl of 2-chloropyridine was added, it was heated for 3 hours to 170° C. After cooling, it was purified by column chromatography on silica gel. 40 mg was obtained. Starting materials: C(C)(=O)O[C@H]1[C@@H](OC[C@@H]([C@H]1OC(C)=O)OC(C)=O)N1C(=NC2=C1C=C(C(=C2)Cl)Cl)Cl (1-(2,3,4-Tri-O-acetyl-α-L-lyxopyranosyl)-2,5,6-trichlorobenzimidazole), C([O-])([O-])=O.[Na+].[Na+] (sodium carbonate), C(C)(=O)O (acetic acid). The solvent is equimolar mixture, C(C)O (ethanol), O (water). Conditions: time 3 hour. The product is [C@@H]1([C@H](O)[C@H](O)[C@@H](O)CO1)N1C(=NC2=C1C=C(C(=C2)Cl)Cl)Cl (1-(α-L-Lyxopyranosyl)-2,5,6-trichlorobenzimidazole). As a reaction SMILES: C([O:4][C@@H:5]1[C@H:10]([O:11]C(=O)C)[C@@H:9]([O:15]C(=O)C)[CH2:8][O:7][C@H:6]1[N:19]1[C:23]2[CH:24]=[C:25]([Cl:29])[C:26]([Cl:28])=[CH:27][C:22]=2[N:21]=[C:20]1[Cl:30])(=O)C.C(=O)([O-])[O-].[Na+].[Na+].C(O)(=O)C>C(O)C.O>[C@@H:6]1([N:19]2[C:23]3[CH:24]=[C:25]([Cl:29])[C:26]([Cl:28])=[CH:27][C:22]=3[N:21]=[C:20]2[Cl:30])[O:7][CH2:8][C@H:9]([OH:15])[C@@H:10]([OH:11])[C@H:5]1[OH:4] |f:1.2.3|. Procedure details: A 100 ml round bottom flask was charged with 1-(2,3,4-Tri-O-acetyl-α-L-lyxopyranosyl)-2,5,6-trichlorobenzimidazole (303 mg, 0.65 mmol) and this was dissolved in 50 ml of an equimolar mixture of ethanol and water. To the stirred solution was added anhydrous sodium carbonate (212 mg, 2.0 mmol) and the reaction mixture allowed to stir at room temperature for 3 hours. The solution was neutralized with acetic acid and the solvent evaporated in vacuo. the resultant solid was dissolved in ethyl acetate... The reactants are OCCOCCN1CCNCC1 (N-[2'-(2"-hydroxyethoxy)ethyl]piperazine), FC1=CC=C(C=O)C=C1 (4-fluorobenzaldehyde), C([O-])([O-])=O.[K+].[K+] (potassium carbonate), CS(=O)C (DMSO). Solvent: O (water). Reaction conditions: temperature 120 celsius. Yields the product OCCOCCN1CCN(CC1)C1=CC=C(C=O)C=C1 (4-[4'-(2"-(2'"-hydroxyethoxy)ethyl)piperazino]benzaldehyde). The yield is 67.6%. Reaction SMILES: [OH:1][CH2:2][CH2:3][O:4][CH2:5][CH2:6][N:7]1[CH2:12][CH2:11][NH:10][CH2:9][CH2:8]1.F[C:14]1[CH:21]=[CH:20][C:17]([CH:18]=[O:19])=[CH:16][CH:15]=1.C(=O)([O-])[O-].[K+].[K+].CS(C)=O>O>[OH:1][CH2:2][CH2:3][O:4][CH2:5][CH2:6][N:7]1[CH2:12][CH2:11][N:10]([C:14]2[CH:21]=[CH:20][C:17]([CH:18]=[O:19])=[CH:16][CH:15]=2)[CH2:9][CH2:8]1 |f:2.3.4|. Procedure: A mixture of 54.3 grams (0.61 mol) of N-[2'-(2"-hydroxyethoxy)ethyl]piperazine, 50 grams (0.40 mol) of 4-fluorobenzaldehyde, 50 grams of anhydrous potassium carbonate, and 50 mL of DMSO was heated to 120° C. for four days under nitrogen. After cooling to room temperature, the solution was diluted with one liter of water. The aqueous solution was "processed" as follows. It was extracted with dichloromethane; the separated organic layers were combined and dried over anhydrous magnesium sulfate or ... RXN SMILES: C[Si](C)(C)N[Si](C)(C)C.[NH2:10][CH2:11][CH:12]([OH:17])[CH2:13][C:14]([OH:16])=O.C1OC1C.Br[CH2:23][C:24]([O:26][CH2:27][CH3:28])=[O:25]>C[Si](C)(C)Cl.C(#N)C>[C:24]([O:26][CH2:27][CH2:28][N:10]1[CH2:11][CH:12]([OH:17])[CH2:13][C:14]1=[O:16])(=[O:25])[CH3:23]. The solvent is C(C)#N (acetonitrile). Reported procedure: Twenty-eight ml. of hexamethyldisilazane and 3 drops of trimethylchlorosilane are added to 10 g. γ-amino-3-hydroxybutyric acid in 100 ml. anhydrous acetonitrile. The reaction mixture is heated under reflux in a current of nitrogen until a clear solution is obtained. The resulting mixture is cooled to ambient temperature and 50 ml. propylene oxide are added thereto, followed by the dropwise addition of 9.4 ml. ethyl bromoacetate. The reaction mixture is heated under reflux for 15 hours, cooled to... The reagents and catalysts are C[Si](Cl)(C)C (trimethylchlorosilane). Product: C(C)(=O)OCCN1C(CC(C1)O)=O (2-(4-Hydroxypyrrolidin-2-on-1-yl)-ethyl acetate). Reactants: BrCC(=O)OCC (ethyl bromoacetate), C[Si](N[Si](C)(C)C)(C)C (hexamethyldisilazane), NCC(CC(=O)O)O (γ-amino-3-hydroxybutyric acid), C1C(C)O1 (propylene oxide), 2-(4-trimethyl-silyloxypyrrolidin-2-on-1-yl)-ethyl acetate. Reactants: CCO, CC(C)c1c(C(C)(C)C)ccc(Oc2c(Cl)cc([N+](=O)[O-])cc2Cl)c1O[SiH](C)C. Product: CC(C)c1c(C(C)(C)C)ccc(Oc2c(Cl)cc(N)cc2Cl)c1O[SiH](C)C. Reaction SMILES: [CH3:30][CH2:31][OH:32].[Cl:1][c:2]1[cH:3][c:4]([N+:27]([O-:28])=[O:29])[cH:5][c:6]([Cl:26])[c:7]1[O:8][c:9]1[c:10]([O:22][SiH:23]([CH3:24])[CH3:25])[c:11]([CH:19]([CH3:20])[CH3:21])[c:12]([C:15]([CH3:16])([CH3:17])[CH3:18])[cH:13][cH:14]1>>[Cl:1][c:2]1[cH:3][c:4]([NH2:27])[cH:5][c:6]([Cl:26])[c:7]1[O:8][c:9]1[c:10]([O:22][SiH:23]([CH3:24])[CH3:25])[c:11]([CH:19]([CH3:20])[CH3:21])[c:12]([C:15]([CH3:16])([CH3:17])[CH3:18])[cH:13][cH:14]1. Reactants: OC1=C(C(=CC(=C1)OC)OC)C(C)=O (2'-hyroxy-4',6'-dimethoxyacetophenone), C(=S)=S (carbon disulfide), potassium t-butoxy, S(O)(O)(=O)=O (sulfuric acid), O (water). Solvent: C1(=CC=CC=C1)C (toluene), C1(=CC=CC=C1)C (toluene), C1(=CC=CC=C1)C (toluene), C1(=CC=CC=C1)C (toluene). Reaction conditions: time 20 hour. Yields the product OC1=CC(OC2=CC(=CC(=C12)OC)OC)=S (4-hydroxy-5,7-dimethoxychromene-2-thion). Reaction SMILES: [OH:1][C:2]1[CH:7]=[C:6]([O:8][CH3:9])[CH:5]=[C:4]([O:10][CH3:11])[C:3]=1[C:12](=[O:14])[CH3:13].[C:15](=[S:17])=S.O.S(=O)(=O)(O)O>C1(C)C=CC=CC=1>[OH:14][C:12]1[C:3]2[C:2](=[CH:7][C:6]([O:8][CH3:9])=[CH:5][C:4]=2[O:10][CH3:11])[O:1][C:15](=[S:17])[CH:13]=1. Procedure details: 336.0 g of potassium t-butoxy was suspended in 2 liters of toluene. Under cooling on ice, 2 liters of 196.0 g of 2'-hyroxy-4',6'-dimethoxyacetophenone and 72.0 ml carbon disulfide in toluene were added dropwise to said suspension. The mixture was stirred for 20 hours at room temperature, and 7 liters of water was added for extraction of a toluene layer. This toluene solution was adjusted to pH 4-5 by addition of 800 ml of 10% sulfuric acid (aq.) and was then stirred for 5 hours at room temperatu... Starting materials: FC=1C=CC(=C(C(=O)O)C1)[N+](=O)[O-] (5-fluoro-2-nitrobenzoic acid), NC1=NC=C(C=C1)Cl (2-amino-5-chloropyridine), P(=O)(Cl)(Cl)Cl (phosphorous oxychloride). Run in N1=CC=CC=C1 (pyridine). The product is ClC=1C=CC(=NC1)NC(=O)C1=C(C=CC(=C1)F)[N+](=O)[O-] (N-(5-chloro-2-pyridinyl)-(2-nitro)-5-fluorophenylcarboxamide). Yield: 72.0%. RXN SMILES: [F:1][C:2]1[CH:3]=[CH:4][C:5]([N+:11]([O-:13])=[O:12])=[C:6]([CH:10]=1)[C:7]([OH:9])=O.[NH2:14][C:15]1[CH:20]=[CH:19][C:18]([Cl:21])=[CH:17][N:16]=1.P(Cl)(Cl)(Cl)=O>N1C=CC=CC=1>[Cl:21][C:18]1[CH:19]=[CH:20][C:15]([NH:14][C:7]([C:6]2[CH:10]=[C:2]([F:1])[CH:3]=[CH:4][C:5]=2[N+:11]([O-:13])=[O:12])=[O:9])=[N:16][CH:17]=1. Reported procedure: A solution of 5-fluoro-2-nitrobenzoic acid (10.0 g, 54 mmol, 1.0 equiv.), 2-amino-5-chloropyridine (9.02 g, 1.3 equiv.), in 80 mL of pyridine was treated with phosphorous oxychloride (25.3 g, 3.0 equiv.) for 30 minutes. The volatile was evaporated and the residue was redissolved into EtOAc, washed with 1N HCl, saturated aqueous NaHCO3 and saturated aqueous NaCl. The organic layer was dried over Na2SO4, filtered, and evaporated. The product was triturated with diethyl ether to give N-(5-chloro-2-... Starting materials: [N+](=O)(O)[O-] (nitric acid), COC1=CC(=NC=C1)C1=CC=C(C=C1)Cl (4-(4-methoxypyridin-2-yl)chlorobenzene), C(O)([O-])=O.[Na+] (sodium hydrogencarbonate). Run in S(O)(O)(=O)=O (sulfuric acid). Run at temperature 5 celsius, time 30 minute. Yields the product ClC1=C(C=C(C=C1)C1=NC=CC(=C1)OC)[N+](=O)[O-] (1-chloro-4-(4-methoxypyridin-2-yl)-2-nitrobenzene). As a reaction SMILES: [CH3:1][O:2][C:3]1[CH:8]=[CH:7][N:6]=[C:5]([C:9]2[CH:14]=[CH:13][C:12]([Cl:15])=[CH:11][CH:10]=2)[CH:4]=1.[N+:16]([O-])([OH:18])=[O:17].C(=O)([O-])O.[Na+]>S(=O)(=O)(O)O>[Cl:15][C:12]1[CH:13]=[CH:14][C:9]([C:5]2[CH:4]=[C:3]([O:2][CH3:1])[CH:8]=[CH:7][N:6]=2)=[CH:10][C:11]=1[N+:16]([O-:18])=[O:17] |f:2.3|. Procedure details: To a suspension of 4-(4-methoxypyridin-2-yl)chlorobenzene (500 mg) in sulfuric acid (4 ml) was added fuming nitric acid (0.2 ml) dropwise at 0° C., and the mixture was stirred at 5° C. for 30 minutes. The reaction mixture was poured into a saturated aqueous sodium hydrogencarbonate solution and extracted with ethyl acetate. The separated organic layer was washed with water and brine, dried over sodium sulfate and evaporated under reduced pressure. The residue was triturated with diisopropyl ethe... Starting materials: C(C1=CC=CC=C1)N1C(=NC=2C1=NC=CC2)O (3-benzyl-2-hydroxy-3H-imidazo[4,5-b]pyridine), P(=O)(Cl)(Cl)Cl (phosphoryl chloride), C1(=CC=CC=C1)C (toluene). Yields the product C(C1=CC=CC=C1)N1C(=NC=2C1=NC=CC2)Cl (3-benzyl-2-chloro-3H-imidazo[4,5-b]pyridine). Reaction SMILES: [CH2:1]([N:8]1[C:12]2=[N:13][CH:14]=[CH:15][CH:16]=[C:11]2[N:10]=[C:9]1O)[C:2]1[CH:7]=[CH:6][CH:5]=[CH:4][CH:3]=1.C1(C)C=CC=CC=1.P(Cl)(Cl)([Cl:27])=O>>[CH2:1]([N:8]1[C:12]2=[N:13][CH:14]=[CH:15][CH:16]=[C:11]2[N:10]=[C:9]1[Cl:27])[C:2]1[CH:7]=[CH:6][CH:5]=[CH:4][CH:3]=1. Procedure details: Grams 21 3-benzyl-2-hydroxy-3H-imidazo[4,5-b]pyridine in 330 ml phosphoryl chloride are refluxed until complete dissolution then gaseous hydrogen chloride is bubbled therein for 3 and a half hours. It is then cooled to room temperature and the undissolved product filtered and washed with toluene; the solution is evaporated in vacuo to a small volume and cautiously poured into ice. The solution is then filtered on charcoal and the filtrate adjusted to pH 7.5 by adding 30% ammonium hydroxyde. The ... RXN SMILES: [CH2:38]([N+:39]([CH2:40][CH3:41])([CH2:42][CH3:43])[CH2:44][CH3:45])[c:46]1[cH:47][cH:48][cH:49][cH:50][cH:51]1.[CH:7]1([NH:13][c:14]2[c:15]3[c:16]([n:17][cH:18][c:19]2[C:20]2=[N:21][O:22][C:23]4([CH2:24]2)[CH2:25][CH2:26][C:27](=[O:30])[CH2:28][CH2:29]4)[n:31]([CH2:34][CH3:35])[n:32][cH:33]3)[CH2:8][CH2:9][CH2:10][CH2:11][CH2:12]1.[Cl-:37].[Cl:3][CH2:4][C:5]#[N:6].[K+:2].[O:52]1[CH2:53][CH2:54][CH2:55][CH2:56]1.[OH-:1].[OH2:36]>>[CH:4]1([C:5]#[N:6])[C:27]2([CH2:26][CH2:25][C:23]3([O:22][N:21]=[C:20]([c:19]4[c:14]([NH:13][CH:7]5[CH2:8][CH2:9][CH2:10][CH2:11][CH2:12]5)[c:15]5[c:16]([n:17][cH:18]4)[n:31]([CH2:34][CH3:35])[n:32][cH:33]5)[CH2:24]3)[CH2:29][CH2:28]2)[O:30]1. The product is CCn1ncc2c(NC3CCCCC3)c(C3=NOC4(CCC5(CC4)OC5C#N)C3)cnc21. Reactants: CC[N+](CC)(CC)Cc1ccccc1, CCn1ncc2c(NC3CCCCC3)c(C3=NOC4(CCC(=O)CC4)C3)cnc21, [Cl-], N#CCCl, [K+], C1CCOC1, [OH-], O.